Dataset: the Open Reaction Database (ORD), a public repository of structured organic reaction records. Task: describe an organic reaction: reactants, conditions, products, and yield Reactants: C(C1=CC=CC=C1)OC(=O)CN1C(CC1SC)=O (1-Benzyloxycarbonylmethyl-4-methylthioazetidin-2-one), ClCl (chlorine). Solvent: C(Cl)Cl (methylene dichloride), C(Cl)(Cl)(Cl)Cl (carbon tetrachloride). Product: C(C1=CC=CC=C1)OC(=O)CN1C(CC1Cl)=O (1-benzyloxycarbonylmethyl-4-chloroazetidin-2-one). Yield: 104.6%. As a reaction SMILES: [CH2:1]([O:8][C:9]([CH2:11][N:12]1[CH:15](SC)[CH2:14][C:13]1=[O:18])=[O:10])[C:2]1[CH:7]=[CH:6][CH:5]=[CH:4][CH:3]=1.[Cl:19]Cl>C(Cl)Cl.C(Cl)(Cl)(Cl)Cl>[CH2:1]([O:8][C:9]([CH2:11][N:12]1[CH:15]([Cl:19])[CH2:14][C:13]1=[O:18])=[O:10])[C:2]1[CH:7]=[CH:6][CH:5]=[CH:4][CH:3]=1. Reported procedure: 1-Benzyloxycarbonylmethyl-4-methylthioazetidin-2-one (2.65 g) was dissolved in methylene dichloride (50 ml) and the solution was stirred and ice cooled while a solution of chlorine (0.71 g) in carbon tetrachloride (7 ml) was added in one portion. The mixture was stirred for 3 minutes and then the solvent was evaporated under reduced pressure to yield 1-benzyloxycarbonylmethyl-4-chloroazetidin-2-one as a pale yellow oil (2.65 g). Starting materials: Cl (hydrogen chloride), CC(C)(C)OC(N[C@@H]1C[C@H](CC1)N(C)C)=O ((1S-trans)-[3-(N,N-Dimethylamino)cyclopentyl]carbamic acid 1,1-dimethylethyl ester), Cl (hydrogen chloride). The solvent is O1CCOCC1 (1,4-dioxan), O1CCOCC1 (1,4-dioxan), O1CCOCC1 (1,4-dioxan), O1CCOCC1 (1,4-dioxan). Reaction conditions: time 50 minute. Product: Cl.Cl.CN(C)[C@@H]1C[C@H](CC1)N ((1S-trans)-3-(N,N-Dimethylamino)cyclopentylamine dihydrochloride salt). As a reaction SMILES: CC(OC(=O)[NH:7][C@H:8]1[CH2:12][CH2:11][C@H:10]([N:13]([CH3:15])[CH3:14])[CH2:9]1)(C)C.[ClH:17]>O1CCOCC1>[ClH:17].[ClH:17].[CH3:14][N:13]([C@H:10]1[CH2:11][CH2:12][C@H:8]([NH2:7])[CH2:9]1)[CH3:15] |f:3.4.5|. Procedure: (1S-trans)-[3-(N,N-Dimethylamino)cyclopentyl]carbamic acid 1,1-dimethylethyl ester (0.537 g, 2.35 mmol) in 1,4-dioxan (4 ml) was treated with a saturated solution of hydrogen chloride in 1,4-dioxan (15 ml) and additional 1,4-dioxan (8 ml). After 50 minutes at 21° C., another portion of a saturated solution of hydrogen chloride in 1,4-dioxan (5 ml) was added, and after a further 2.5h, the opaque solution was concentrated by evaporation to give the title compound as a beige solid, which was used w...